Task: describe an organic reaction: reactants, conditions, products, and yield. Dataset: the Open Reaction Database (ORD), a public repository of structured organic reaction records Reactants: ON1C(CCC1=O)=O (N-hydroxysuccinimide), C(CCCCCCCCCCCCCCC)(=O)OC(CC(=O)O)CCCCCCCCCCCCCCC (3-Hexadecanoyloxyoctadecanoic acid), Cl (hydrochloric acid), NCCC(=O)N[C@@H](CO)C(=O)O (N-β-alanyl-L-serine), N,N-Dicyclohexylcarbodiimide. Solvent: O1CCOCC1 (dioxane), O (water), C(C)N(CC)CC (triethylamine), CN(C=O)C (N,N-dimethylformamide). Conditions: time 8 hour. Yields the product C(CCCCCCCCCCCCCCC)(=O)OC(CC(=O)NCCC(=O)N[C@@H](CO)C(=O)O)CCCCCCCCCCCCCCC (N-[N-(3-hexadecanoyloxyoctadecanoyl)-β-alanyl]-L-serine). Isolated yield 40.2%. Reaction SMILES: [C:1]([O:18][CH:19]([CH2:24][CH2:25][CH2:26][CH2:27][CH2:28][CH2:29][CH2:30][CH2:31][CH2:32][CH2:33][CH2:34][CH2:35][CH2:36][CH2:37][CH3:38])[CH2:20][C:21]([OH:23])=O)(=[O:17])[CH2:2][CH2:3][CH2:4][CH2:5][CH2:6][CH2:7][CH2:8][CH2:9][CH2:10][CH2:11][CH2:12][CH2:13][CH2:14][CH2:15][CH3:16].ON1C(=O)CCC1=O.[NH2:47][CH2:48][CH2:49][C:50]([NH:52][C@H:53]([C:56]([OH:58])=[O:57])[CH2:54][OH:55])=[O:51].Cl>O1CCOCC1.CN(C)C=O.O.C(N(CC)CC)C>[C:1]([O:18][CH:19]([CH2:24][CH2:25][CH2:26][CH2:27][CH2:28][CH2:29][CH2:30][CH2:31][CH2:32][CH2:33][CH2:34][CH2:35][CH2:36][CH2:37][CH3:38])[CH2:20][C:21]([NH:47][CH2:48][CH2:49][C:50]([NH:52][C@H:53]([C:56]([OH:58])=[O:57])[CH2:54][OH:55])=[O:51])=[O:23])(=[O:17])[CH2:2][CH2:3][CH2:4][CH2:5][CH2:6][CH2:7][CH2:8][CH2:9][CH2:10][CH2:11][CH2:12][CH2:13][CH2:14][CH2:15][CH3:16]. Procedure: 3-Hexadecanoyloxyoctadecanoic acid (150 mg) prepared by the method described in Preparation 2-(3) and N-hydroxysuccinimide (38 mg) were dissolved in dioxane (2 ml). N,N-Dicyclohexylcarbodiimide (68 mg) was added thereto under ice cooling. The mixture was reached to ambient temperature and stirred at the same temperature overnight. The crystallized urea was filtered off and the filtrate was concentrated to give a residue which was dissolved in N,N-dimethylformamide (7 ml). To this solution was ad... Reactants: Cl.C1(=CC=CC=C1)[C@@H]1[C@@H](CCC1)N (cis-2-phenylcyclopentylamine hydrochloride), Cl.C1(=CC=CC=C1)[C@H]1[C@@H](CCCC1)N (trans-2-phenylcyclohexylamine hydrochloride). Product: Cl.C1(=CC=CC=C1)[C@H]1[C@@H](CCCC1)N=C1NCCCCC1 (Hexahydro-2-[(trans-2-phenylcyclohexyl)imino]azepine hydrochloride). Reaction SMILES: [ClH:1].[C:2]1([C@H:8]2CCC[C@H:9]2[NH2:13])[CH:7]=[CH:6][CH:5]=CC=1.Cl.[C:15]1([C@@H:21]2[CH2:26][CH2:25][CH2:24][CH2:23][C@H:22]2[NH2:27])[CH:20]=[CH:19][CH:18]=[CH:17][CH:16]=1>>[ClH:1].[C:15]1([C@@H:21]2[CH2:26][CH2:25][CH2:24][CH2:23][C@H:22]2[N:27]=[C:9]2[CH2:8][CH2:2][CH2:7][CH2:6][CH2:5][NH:13]2)[CH:20]=[CH:19][CH:18]=[CH:17][CH:16]=1 |f:0.1,2.3,4.5|. Procedure details: Following the procedure of Example 1, only substituting for cis-2-phenylcyclopentylamine hydrochloride an appropriate amount of trans-2-phenylcyclohexylamine hydrochloride, M.P. 251°-257° C., and employing a reaction time of 38 days, the desired product was obtained, M.P. 236°-239° C. Reactants: ClC=1C(=C(C#N)C=C(C1)F)N1N=C2C(C(=NC=C2F)Cl)=C1 (3-chloro-2-(4-chloro-7-fluoropyrazolo[4,3-c]pyridin-2-yl)-5-fluorobenzonitrile), CC1=CC(=NC=N1)N (6-methylpyrimidin-4-ylamine), CC1(C2=C(C(=CC=C2)P(C3=CC=CC=C3)C4=CC=CC=C4)OC5=C(C=CC=C51)P(C6=CC=CC=C6)C7=CC=CC=C7)C (Xantphos), C([O-])([O-])=O.[Cs+].[Cs+] (cesium carbonate). The reagents and catalysts are C=1C=CC(=CC1)/C=C/C(=O)/C=C/C2=CC=CC=C2.C=1C=CC(=CC1)/C=C/C(=O)/C=C/C2=CC=CC=C2.C=1C=CC(=CC1)/C=C/C(=O)/C=C/C2=CC=CC=C2.[Pd].[Pd] (Pd2(dba)3). Run in O1CCOCC1 (dioxane). Conditions: temperature 150 celsius. Yields the product ClC=1C(=C(C#N)C=C(C1)F)N1N=C2C(C(=NC=C2F)NC2=NC=NC(=C2)C)=C1 (3-Chloro-5-fluoro-2-[7-fluoro-4-(6-methylpyrimidin-4-ylamino)-pyrazolo[4,3-c]pyridin-2-yl]-benzonitrile). Isolated yield 32.6%. As a reaction SMILES: [Cl:1][C:2]1[C:3]([N:11]2[CH:21]=[C:14]3[C:15](Cl)=[N:16][CH:17]=[C:18]([F:19])[C:13]3=[N:12]2)=[C:4]([CH:7]=[C:8]([F:10])[CH:9]=1)[C:5]#[N:6].[CH3:22][C:23]1[N:28]=[CH:27][N:26]=[C:25]([NH2:29])[CH:24]=1.CC1(C)C2C(=C(P(C3C=CC=CC=3)C3C=CC=CC=3)C=CC=2)OC2C(P(C3C=CC=CC=3)C3C=CC=CC=3)=CC=CC1=2.C(=O)([O-])[O-].[Cs+].[Cs+]>O1CCOCC1.C1C=CC(/C=C/C(/C=C/C2C=CC=CC=2)=O)=CC=1.C1C=CC(/C=C/C(/C=C/C2C=CC=CC=2)=O)=CC=1.C1C=CC(/C=C/C(/C=C/C2C=CC=CC=2)=O)=CC=1.[Pd].[Pd]>[Cl:1][C:2]1[C:3]([N:11]2[CH:21]=[C:14]3[C:15]([NH:29][C:25]4[CH:24]=[C:23]([CH3:22])[N:28]=[CH:27][N:26]=4)=[N:16][CH:17]=[C:18]([F:19])[C:13]3=[N:12]2)=[C:4]([CH:7]=[C:8]([F:10])[CH:9]=1)[C:5]#[N:6] |f:3.4.5,7.8.9.10.11|. Procedure details: A mixture of 3-chloro-2-(4-chloro-7-fluoropyrazolo[4,3-c]pyridin-2-yl)-5-fluorobenzonitrile (80 mg, 0.28 mmol), 6-methylpyrimidin-4-ylamine (30 mg, 0.27 mmol), Pd2(dba)3 (11 mg, 0.012 mmol), Xantphos (14 mg, 0.028 mmol) and cesium carbonate (160 mg, 0.49 mmol) in dioxane (1.8 mL) was de-gassed and purged with nitrogen. The reaction mixture was heated at 150° C. in the microwave for 30 minutes. The resultant mixture was diluted with ethyl acetate and washed with water. The organic layer was dried... The reactants are C1CCOC1, CN=C=S, NNC(=O)c1cccs1. Yields the product CNC(=S)NNC(=O)c1cccs1. RXN SMILES: [CH2:14]1[O:15][CH2:16][CH2:17][CH2:18]1.[CH3:10][N:11]=[C:12]=[S:13].[s:1]1[c:2]([C:6](=[O:7])[NH:8][NH2:9])[cH:3][cH:4][cH:5]1>>[s:1]1[c:2]([C:6](=[O:7])[NH:8][NH:9][C:12]([NH:11][CH3:10])=[S:13])[cH:3][cH:4][cH:5]1. The reactants are ClC1=C(OC=2C=CC(=NC2)C(=O)N)C=CC(=C1)C=O (5-(2-chloro-4-formylphenoxy)pyridine-2-carboxamide), C(CC(C)C)N (isoamylamine). Product: ClC1=C(OC=2C=CC(=NC2)C(=O)N)C=CC(=C1)CNCCC(C)C (5-{2-Chloro-4-[(3-methylbutylamino)methyl]phenoxy}pyridine-2-carboxamide). The yield is 65.7%. RXN SMILES: [Cl:1][C:2]1[CH:17]=[C:16]([CH:18]=O)[CH:15]=[CH:14][C:3]=1[O:4][C:5]1[CH:6]=[CH:7][C:8]([C:11]([NH2:13])=[O:12])=[N:9][CH:10]=1.[CH2:20]([NH2:25])[CH2:21][CH:22]([CH3:24])[CH3:23]>>[Cl:1][C:2]1[CH:17]=[C:16]([CH2:18][NH:25][CH2:20][CH2:21][CH:22]([CH3:24])[CH3:23])[CH:15]=[CH:14][C:3]=1[O:4][C:5]1[CH:6]=[CH:7][C:8]([C:11]([NH2:13])=[O:12])=[N:9][CH:10]=1. Procedure details: Using a method similar to Example 405, a reaction of 5-(2-chloro-4-formylphenoxy)pyridine-2-carboxamide (0.0388 g, 0.140 mmol) and isoamylamine (0.012 g, 0.140 mmol) gives the title compound (0.0320 g, 65.6%): TOF MS ES+ 348.1 (M+H)+, HRMS calcd for C18H23N3O2Cl 348.1479 (M+H)+, found 348.1466, time 0.39 min; HPLC [YMC-Pack Pro C-18 (150×4.6 mm, S-5 microm), 0.1% TFA/acetonitrile in 0.1% TFA/water at 1.0 mL/min, 20-99% over 23 min], tR=7.4 min, 100% purity. Starting materials: ClC=1N=NC=C2C1N(C(=C2C)C)CC(F)F (7-chloro-1-(2,2-difluoroethyl)-2,3-dimethylpyrrolo[2,3-d]pyridazine), C(C1=CC=CC=C1)O (benzyl alcohol). Product: C(C1=CC=CC=C1)OC=1N=NC=C2C1N(C(=C2C)C)CC(F)F (7-Benzyloxy-1-(2,2-difluoroethyl)-2,3-dimethylpyrrolo[2,3-d]pyridazine). Isolated yield 71.6%. RXN SMILES: Cl[C:2]1[N:3]=[N:4][CH:5]=[C:6]2[C:10]([CH3:11])=[C:9]([CH3:12])[N:8]([CH2:13][CH:14]([F:16])[F:15])[C:7]=12.[CH2:17]([OH:24])[C:18]1[CH:23]=[CH:22][CH:21]=[CH:20][CH:19]=1>>[CH2:17]([O:24][C:2]1[N:3]=[N:4][CH:5]=[C:6]2[C:10]([CH3:11])=[C:9]([CH3:12])[N:8]([CH2:13][CH:14]([F:16])[F:15])[C:7]=12)[C:18]1[CH:23]=[CH:22][CH:21]=[CH:20][CH:19]=1. Procedure details: The title compound was prepared as a white powder in 71.6% yield in a similar procedure to that described in Example 1 by using 7-chloro-1-(2,2-difluoroethyl)-2,3-dimethylpyrrolo[2,3-d]pyridazine and benzyl alcohol.